Task: describe an organic reaction: reactants, conditions, products, and yield. Dataset: the Open Reaction Database (ORD), a public repository of structured organic reaction records Reactants: CC(C)=O, Cc1nsc(NC(=O)c2nc(Sc3nncn3C)ccc2Sc2ccc(OC3CNC3)cc2)n1. Yields the product Cc1nsc(NC(=O)c2nc(Sc3nncn3C)ccc2Sc2ccc(OC3CN(C(C)C)C3)cc2)n1. Reaction SMILES: [CH3:35][C:36]([CH3:37])=[O:38].[NH:1]1[CH2:2][CH:3]([O:5][c:6]2[cH:7][cH:8][c:9]([S:12][c:13]3[c:14]([C:26](=[O:27])[NH:28][c:29]4[n:30][c:31]([CH3:34])[n:32][s:33]4)[n:15][c:16]([S:19][c:20]4[n:21][n:22][cH:23][n:24]4[CH3:25])[cH:17][cH:18]3)[cH:10][cH:11]2)[CH2:4]1>>[N:1]1([CH:36]([CH3:35])[CH3:37])[CH2:2][CH:3]([O:5][c:6]2[cH:7][cH:8][c:9]([S:12][c:13]3[c:14]([C:26](=[O:27])[NH:28][c:29]4[n:30][c:31]([CH3:34])[n:32][s:33]4)[n:15][c:16]([S:19][c:20]4[n:21][n:22][cH:23][n:24]4[CH3:25])[cH:17][cH:18]3)[cH:10][cH:11]2)[CH2:4]1. The reactants are [N+](=O)([O-])C1=CC=C(C=C1)NC=1C=2N(N=C(C1)N[C@@H]1CC[C@H](CC1)NC(OC(C)(C)C)=O)C=CN2 (tert-butyl(trans)-4-(8-(4-nitrophenylamino)imidazo[1,2-b]pyridazin-6-ylamino)cyclohexylcarbamate), CCOC=1C=CC(=CC1)N (p-Phenetidine), C(Cl)(Cl)Cl (chloroform), [Cl-].[NH4+] (ammonium chloride). The reagents and catalysts are [Zn] (zinc). The solvent is CO (methanol). Conditions: time 30 minute. The product is NC1=CC=C(C=C1)NC=1C=2N(N=C(C1)N[C@@H]1CC[C@H](CC1)NC(OC(C)(C)C)=O)C=CN2 (tert-butyl(trans)-4-(8-(4-aminophenylamino)imidazo[1,2-b]pyridazin-6-ylamino)cyclohexylcarbamate). The yield is 120.3%. Reaction SMILES: [N+:1]([C:4]1[CH:9]=[CH:8][C:7]([NH:10][C:11]2[C:12]3[N:13]([CH:32]=[CH:33][N:34]=3)[N:14]=[C:15]([NH:17][C@H:18]3[CH2:23][CH2:22][C@H:21]([NH:24][C:25](=[O:31])[O:26][C:27]([CH3:30])([CH3:29])[CH3:28])[CH2:20][CH2:19]3)[CH:16]=2)=[CH:6][CH:5]=1)([O-])=O.CCOC1C=CC(N)=CC=1.C(Cl)(Cl)Cl.[Cl-].[NH4+]>[Zn].CO>[NH2:1][C:4]1[CH:5]=[CH:6][C:7]([NH:10][C:11]2[C:12]3[N:13]([CH:32]=[CH:33][N:34]=3)[N:14]=[C:15]([NH:17][C@H:18]3[CH2:19][CH2:20][C@H:21]([NH:24][C:25](=[O:31])[O:26][C:27]([CH3:30])([CH3:28])[CH3:29])[CH2:22][CH2:23]3)[CH:16]=2)=[CH:8][CH:9]=1 |f:3.4|. Reported procedure: In a 50 ml round bottom flask was added tert-butyl(trans)-4-(8-(4-nitrophenylamino)imidazo[1,2-b]pyridazin-6-ylamino)cyclohexylcarbamate (0.090 g, 0.19 mmol) from 1c, chloroform (2.0 ml), methanol (2.0 ml), ammonium chloride (0.12 g, 0.19 mmol) and zinc dust (0.13 g, 0.19 mmol). The reaction was allowed to stir for 30 min at room temperature. The reaction was then filtered through a plug of celite and rinsed with dichloromethane to afford 0.1 g of crude tert-butyl(trans)-4-(8-(4-aminophenylamino... The reactants are [N+](=O)([O-])C=1C=CC2=C(C(=NCC(=N2)NN)C2=C(C=CC=C2)Cl)C1 (7-nitro-2-hydrazino-5-(o-chlorophenyl)-3H-1,4-benzodiazepine), C(C(=O)C)(=O)OC (methyl pyruvate). Product: [N+](=O)([O-])C=1C=CC2=C(C(=NCC(=N2)NN=C(C)C(=O)OC)C2=C(C=CC=C2)Cl)C1 (7-nitro-2-[[1-(methoxycarbonyl)ethylidene]hydrazino]-5-(o-chlorophenyl)-3H-1,4-benzodiazepine). As a reaction SMILES: [N+:1]([C:4]1[CH:5]=[CH:6][C:7]2[N:13]=[C:12]([NH:14][NH2:15])[CH2:11][N:10]=[C:9]([C:16]3[CH:21]=[CH:20][CH:19]=[CH:18][C:17]=3[Cl:22])[C:8]=2[CH:23]=1)([O-:3])=[O:2].[C:24]([O:29][CH3:30])(=[O:28])[C:25]([CH3:27])=O>>[N+:1]([C:4]1[CH:5]=[CH:6][C:7]2[N:13]=[C:12]([NH:14][N:15]=[C:25]([C:24]([O:29][CH3:30])=[O:28])[CH3:27])[CH2:11][N:10]=[C:9]([C:16]3[CH:21]=[CH:20][CH:19]=[CH:18][C:17]=3[Cl:22])[C:8]=2[CH:23]=1)([O-:3])=[O:2]. Reported procedure: In the manner given in Example 1, 7-nitro-2-hydrazino-5-(o-chlorophenyl)-3H-1,4-benzodiazepine can be stirred with methyl pyruvate at room temperature to give 7-nitro-2-[[1-(methoxycarbonyl)ethylidene]hydrazino]-5-(o-chlorophenyl)-3H-1,4-benzodiazepine. Reactants: OCC1=CC=CC(=N1)OC1CCN(CC1)C(=O)OC(C)(C)C (tert-Butyl 4-{[6-(hydroxymethyl)pyridin-2-yl]oxy}piperidine-1-carboxylate), CS(=O)(=O)Cl (methanesulfonyl chloride), CCN(C(C)C)C(C)C (DIPEA). Run in C(Cl)Cl (DCM). Conditions: temperature 0 celsius. The product is CS(=O)(=O)OCC1=CC=CC(=N1)OC1CCN(CC1)C(=O)OC(C)(C)C (tert-Butyl 4-[(6-{[(methylsulfonyl)oxy]methyl}pyridin-2-yl)oxy]piperidine-1-carboxylate). As a reaction SMILES: [OH:1][CH2:2][C:3]1[N:8]=[C:7]([O:9][CH:10]2[CH2:15][CH2:14][N:13]([C:16]([O:18][C:19]([CH3:22])([CH3:21])[CH3:20])=[O:17])[CH2:12][CH2:11]2)[CH:6]=[CH:5][CH:4]=1.[CH3:23][S:24](Cl)(=[O:26])=[O:25].CCN(C(C)C)C(C)C>C(Cl)Cl>[CH3:23][S:24]([O:1][CH2:2][C:3]1[N:8]=[C:7]([O:9][CH:10]2[CH2:11][CH2:12][N:13]([C:16]([O:18][C:19]([CH3:22])([CH3:21])[CH3:20])=[O:17])[CH2:14][CH2:15]2)[CH:6]=[CH:5][CH:4]=1)(=[O:26])=[O:25]. Procedure details: tert-Butyl 4-{[6-(hydroxymethyl)pyridin-2-yl]oxy}piperidine-1-carboxylate (0.34 g, 1.10 mmol) and methanesulfonyl chloride (0.13 mL, 1.64 mmol) were dissolved in DCM (15 mL) and stirred at 0° C. (ice bath). DIPEA (0.57 mL, 3.29 mmol) was added to the reaction mixture and stirred for 2 hours. The resulting mixture washed with water (2×15 mL), dried over a phase separator, concentrated in vacuo and was used directly in the next step. Reactants: CCO, COC(=O)c1cc(SC)c(C(=O)c2ccc(Cl)cc2)n1C, Cl, [Na+], [OH-]. Product: CSc1cc(C(=O)O)n(C)c1C(=O)c1ccc(Cl)cc1. As a reaction SMILES: [CH3:25][CH2:26][OH:27].[Cl:1][c:2]1[cH:3][cH:4][c:5]([C:6](=[O:7])[c:8]2[c:9]([S:18][CH3:19])[cH:10][c:11]([C:14](=[O:15])[O:16][CH3:17])[n:12]2[CH3:13])[cH:20][cH:21]1.[ClH:24].[Na+:23].[OH-:22]>>[Cl:1][c:2]1[cH:3][cH:4][c:5]([C:6](=[O:7])[c:8]2[c:9]([S:18][CH3:19])[cH:10][c:11]([C:14](=[O:15])[OH:16])[n:12]2[CH3:13])[cH:20][cH:21]1. Starting materials: CCS, COC(=O)CC(Cc1ccc(OCc2ccccc2)cc1)c1nc(C(F)(F)F)cs1. Product: COC(=O)CC(Cc1ccc(O)cc1)c1nc(C(F)(F)F)cs1. Reaction SMILES: [CH2:31]([SH:32])[CH3:33].[F:1][C:2]([c:3]1[n:4][c:5]([CH:8]([CH2:9][C:10](=[O:11])[O:12][CH3:13])[CH2:14][c:15]2[cH:16][cH:17][c:18]([O:21][CH2:22][c:23]3[cH:24][cH:25][cH:26][cH:27][cH:28]3)[cH:19][cH:20]2)[s:6][cH:7]1)([F:29])[F:30]>>[F:1][C:2]([c:3]1[n:4][c:5]([CH:8]([CH2:9][C:10](=[O:11])[O:12][CH3:13])[CH2:14][c:15]2[cH:16][cH:17][c:18]([OH:21])[cH:19][cH:20]2)[s:6][cH:7]1)([F:29])[F:30]. The product is CC1(Nc2noc(C3CC(c4ccc(C(F)(F)F)cc4)CN(C(=O)N4CCOCC4)C3)n2)CCC1. As a reaction SMILES: [CH3:31][C:32]1([NH2:36])[CH2:33][CH2:34][CH2:35]1.[CH3:37][CH2:38][OH:39].[Cl:1][c:2]1[n:3][o:4][c:5]([CH:7]2[CH2:8][N:9]([C:23](=[O:24])[N:25]3[CH2:26][CH2:27][O:28][CH2:29][CH2:30]3)[CH2:10][CH:11]([c:13]3[cH:14][cH:15][c:16]([C:19]([F:20])([F:21])[F:22])[cH:17][cH:18]3)[CH2:12]2)[n:6]1>>[c:2]1([NH:36][C:32]2([CH3:31])[CH2:33][CH2:34][CH2:35]2)[n:3][o:4][c:5]([CH:7]2[CH2:8][N:9]([C:23](=[O:24])[N:25]3[CH2:26][CH2:27][O:28][CH2:29][CH2:30]3)[CH2:10][CH:11]([c:13]3[cH:14][cH:15][c:16]([C:19]([F:20])([F:21])[F:22])[cH:17][cH:18]3)[CH2:12]2)[n:6]1. Starting materials: CC1(N)CCC1, CCO, O=C(N1CCOCC1)N1CC(c2ccc(C(F)(F)F)cc2)CC(c2nc(Cl)no2)C1.